This data is from the Open Reaction Database (ORD), a public repository of structured organic reaction records. The task is: describe an organic reaction: reactants, conditions, products, and yield As a reaction SMILES: C([O:3][C:4](=[O:32])[CH:5]([C:10]1[CH:11]=[C:12]([C:22]2[CH:27]=[CH:26][C:25]([C:28]([F:31])([F:30])[F:29])=[CH:24][CH:23]=2)[CH:13]=[C:14]([CH:16]2[CH2:21][CH2:20][NH:19][CH2:18][CH2:17]2)[CH:15]=1)[CH2:6][CH:7]([CH3:9])[CH3:8])C.[OH-].[Na+]>CO>[CH3:8][CH:7]([CH3:9])[CH2:6][CH:5]([C:10]1[CH:11]=[C:12]([C:22]2[CH:23]=[CH:24][C:25]([C:28]([F:31])([F:29])[F:30])=[CH:26][CH:27]=2)[CH:13]=[C:14]([CH:16]2[CH2:17][CH2:18][NH:19][CH2:20][CH2:21]2)[CH:15]=1)[C:4]([OH:32])=[O:3] |f:1.2|. The solvent is CO (MeOH). Procedure: To a solution of a mixture of 4-methyl-2-(5-piperidin-4-yl-4′-trifluoromethyl-biphenyl-3-yl)-pentanoic acid ethyl ester and methyl ester (43 mg, 0.10 mmol) in MeOH (1 mL) was added 3N NaOH (0.10 mL) and heated to 50° C. for 2 h. The reaction was concentrated in vacuo to remove MeOH. The thick liquid was acidified to pH=2 by 2N HCl. The resulting acidic solution was extracted with EtOAc. The organic fraction was dried (MgSO4) and concentrated in vacuo. The crude mixture was purified by Gilson rev... Reactants: C(C)OC(C(CC(C)C)C=1C=C(C=C(C1)C1CCNCC1)C1=CC=C(C=C1)C(F)(F)F)=O (4-methyl-2-(5-piperidin-4-yl-4′-trifluoromethyl-biphenyl-3-yl)-pentanoic acid ethyl ester), methyl ester, [OH-].[Na+] (NaOH). Run at temperature 50 celsius. Product: CC(CC(C(=O)O)C=1C=C(C=C(C1)C1CCNCC1)C1=CC=C(C=C1)C(F)(F)F)C (4-methyl-2-(5-piperidin-4-yl-4′-trifluoromethyl-biphenyl-3-yl)-pentanoic acid). Reactants: CCOC(C)=O, Cc1cc(Cl)cc(C)c1CC#N, Cl, [Na]. Product: CC(=O)C(C#N)c1c(C)cc(Cl)cc1C. Reaction SMILES: [CH3:15][CH2:16][O:17][C:18]([CH3:19])=[O:20].[Cl:1][c:2]1[cH:3][c:4]([CH3:12])[c:5]([CH2:9][C:10]#[N:11])[c:6]([CH3:8])[cH:7]1.[ClH:14].[Na:13]>>[Cl:1][c:2]1[cH:3][c:4]([CH3:12])[c:5]([CH:9]([C:10]#[N:11])[C:16]([CH3:15])=[O:17])[c:6]([CH3:8])[cH:7]1. The reactants are C(C=C)[Li] (allyl lithium), COC(C=CCC1N(C(CCCC1)=O)C(=O)OC(C)(C)C)=O (1,1-dimethylethyl hexahydro-2-(4-methoxy-4-oxo-2-butenyl)-7-oxo-1H-azepine-1-carboxylate), [Cl-].[NH4+] (ammonium chloride). Reagents/catalysts: [Cu]I (copper (I) iodide). The solvent is C1CCOC1 (THF), C1CCOC1 (THF). Reaction conditions: time 30 minute. Product: CC(C)(OC(=O)N1C(CCCCC1=O)CC(CC(=O)OC)CC=C)C (methyl 1-[(1,1-dimethylethoxy)carbonyl]hexahydro-7-oxo-β-(2-propenyl)-1H-azepine-2-butanoate). Reaction SMILES: [CH2:1]([Li])[CH:2]=[CH2:3].[CH3:5][O:6][C:7](=[O:26])[CH:8]=[CH:9][CH2:10][CH:11]1[CH2:17][CH2:16][CH2:15][CH2:14][C:13](=[O:18])[N:12]1[C:19]([O:21][C:22]([CH3:25])([CH3:24])[CH3:23])=[O:20].[Cl-].[NH4+]>C1COCC1.[Cu]I>[CH3:24][C:22]([CH3:23])([O:21][C:19]([N:12]1[C:13](=[O:18])[CH2:14][CH2:15][CH2:16][CH2:17][CH:11]1[CH2:10][CH:9]([CH2:3][CH:2]=[CH2:1])[CH2:8][C:7]([O:6][CH3:5])=[O:26])=[O:20])[CH3:25] |f:2.3|. Procedure: Four equivalents of allyl lithium are added to a stirring suspension of 2 equivalents copper (I) iodide in THF at -50° C. under argon. After the mixtures becomes homogeneous (approx. 20 minutes.), a solution of the title ester of Example 209 (1 equivalent) in THF is added to the cold mixture and stirred below -50° C. for approx. 30 minutes. The mixture is poured into saturated ammonium chloride solution and stirred vigorously for 15 minutes. The mixture is then partitioned between ether and wate...